This data is from the Open Reaction Database (ORD), a public repository of structured organic reaction records. The task is: describe an organic reaction: reactants, conditions, products, and yield Reactants: Cn1nccc1-c1ccc(C(=O)O)cc1Br, CCN(C(C)C)C(C)C, ClCCl, NC(Cc1ccccc1C(F)(F)F)CN1C(=O)c2ccccc2C1=O. Product: Cn1nccc1-c1ccc(C(=O)NC(Cc2ccccc2C(F)(F)F)CN2C(=O)c3ccccc3C2=O)cc1Br. As a reaction SMILES: [Br:1][c:2]1[cH:3][c:4]([C:5](=[O:6])[OH:7])[cH:8][cH:9][c:10]1-[c:11]1[cH:12][cH:13][n:14][n:15]1[CH3:16].[CH:17]([N:18]([CH:19]([CH3:20])[CH3:21])[CH2:22][CH3:23])([CH3:24])[CH3:25].[Cl:51][CH2:52][Cl:53].[NH2:26][CH:27]([CH2:28][N:29]1[C:30](=[O:39])[c:31]2[cH:32][cH:33][cH:34][cH:35][c:36]2[C:37]1=[O:38])[CH2:40][c:41]1[c:42]([C:47]([F:48])([F:49])[F:50])[cH:43][cH:44][cH:45][cH:46]1>>[Br:1][c:2]1[cH:3][c:4]([C:5](=[O:7])[NH:26][CH:27]([CH2:28][N:29]2[C:30](=[O:39])[c:31]3[cH:32][cH:33][cH:34][cH:35][c:36]3[C:37]2=[O:38])[CH2:40][c:41]2[c:42]([C:47]([F:48])([F:49])[F:50])[cH:43][cH:44][cH:45][cH:46]2)[cH:8][cH:9][c:10]1-[c:11]1[cH:12][cH:13][n:14][n:15]1[CH3:16]. The reactants are [Br-], CCCCCCCCCCCCCCCC[P+](CCCC)(CCCC)CCCC, [F-], [K+], ClCc1cccc(Oc2ccccc2)c1, O. Yields the product FCc1cccc(Oc2ccccc2)c1. RXN SMILES: [Br-:18].[CH2:19]([P+:20]([CH2:21][CH2:22][CH2:23][CH3:24])([CH2:25][CH2:26][CH2:27][CH3:28])[CH2:29][CH2:30][CH2:31][CH2:32][CH2:33][CH2:34][CH2:35][CH2:36][CH2:37][CH2:38][CH2:39][CH2:40][CH2:41][CH2:42][CH2:43][CH3:44])[CH2:45][CH2:46][CH3:47].[F-:16].[K+:17].[O:1]([c:2]1[cH:3][cH:4][cH:5][cH:6][cH:7]1)[c:8]1[cH:9][c:10]([CH2:11][Cl:12])[cH:13][cH:14][cH:15]1.[OH2:48]>>[O:1]([c:2]1[cH:3][cH:4][cH:5][cH:6][cH:7]1)[c:8]1[cH:9][c:10]([CH2:11][F:16])[cH:13][cH:14][cH:15]1. Solvent: C(C)O (ethanol). Procedure: A 1 g. portion of tetrazolo[1,5-a]quinoxaline was dissolved in 200 ml. of ethanol. The solution was placed in a Parr hydrogenator on a shaking apparatus and 100 mg. of 5 percent palladized charcoal was added. The bomb was pressurized to about 2 atmospheres with hydrogen and was shaken for 2 hours. The reaction mixture was then removed and filtered. The filtrate was evaporated to dryness and the residue was recrystallized from ethanol-water to obtain the product, 4,5-dihydrotetrazolo[1,5-a]quinox... Run at time 2 hour. Yield: 45.0%. Product: N1=NN=C2N1C1=CC=CC=C1NC2 (4,5-dihydrotetrazolo[1,5-a]quinoxaline). RXN SMILES: [N:1]1[N:5]2[C:6]3[C:11]([N:12]=[CH:13][C:4]2=[N:3][N:2]=1)=[CH:10][CH:9]=[CH:8][CH:7]=3.C.[H][H]>C(O)C>[N:1]1[N:5]2[C:6]3[C:11]([NH:12][CH2:13][C:4]2=[N:3][N:2]=1)=[CH:10][CH:9]=[CH:8][CH:7]=3. The reactants are N1=NN=C2N1C1=CC=CC=C1N=C2 (tetrazolo[1,5-a]quinoxaline), C (charcoal), [H][H] (hydrogen). Reactants: CC1(C2=C(C(=CC=C2)P(C3=CC=CC=C3)C4=CC=CC=C4)OC5=C(C=CC=C51)P(C6=CC=CC=C6)C7=CC=CC=C7)C (Xantphos), BrC1=CC(=C(S1)NC(=O)C1=NNC=C1)C(N)=O (1H-Pyrazole-3-carboxylic acid (5-bromo-3-carbamoyl-thiophen-2-yl)-amide), C1(=CC=CC=C1)CS (phenyl-methanethiol), CCN(C(C)C)C(C)C (DIEA). Reagents/catalysts: C=1C=CC(=CC1)/C=C/C(=O)/C=C/C2=CC=CC=C2.C=1C=CC(=CC1)/C=C/C(=O)/C=C/C2=CC=CC=C2.C=1C=CC(=CC1)/C=C/C(=O)/C=C/C2=CC=CC=C2.[Pd].[Pd] (Pd2(dba)3). Run in O1CCOCC1 (1,4-dioxane), C(Cl)Cl (DCM), O1CCOCC1 (1,4-dioxane). Conditions: temperature 100 celsius, time 75 minute. The product is C(C1=CC=CC=C1)SC1=CC(=C(S1)NC(=O)C1=NNC=C1)C(N)=O (1H-Pyrazole-3-carboxylic acid (5-benzylsulfanyl-3-carbamoyl-thiophen-2-yl)-amide). RXN SMILES: CC1(C)C2C(=C(P(C3C=CC=CC=3)C3C=CC=CC=3)C=CC=2)OC2C(P(C3C=CC=CC=3)C3C=CC=CC=3)=CC=CC1=2.Br[C:44]1[S:48][C:47]([NH:49][C:50]([C:52]2[CH:56]=[CH:55][NH:54][N:53]=2)=[O:51])=[C:46]([C:57](=[O:59])[NH2:58])[CH:45]=1.[C:60]1([CH2:66][SH:67])[CH:65]=[CH:64][CH:63]=[CH:62][CH:61]=1.CCN(C(C)C)C(C)C>O1CCOCC1.C(Cl)Cl.C1C=CC(/C=C/C(/C=C/C2C=CC=CC=2)=O)=CC=1.C1C=CC(/C=C/C(/C=C/C2C=CC=CC=2)=O)=CC=1.C1C=CC(/C=C/C(/C=C/C2C=CC=CC=2)=O)=CC=1.[Pd].[Pd]>[CH2:66]([S:67][C:44]1[S:48][C:47]([NH:49][C:50]([C:52]2[CH:56]=[CH:55][NH:54][N:53]=2)=[O:51])=[C:46]([C:57](=[O:59])[NH2:58])[CH:45]=1)[C:60]1[CH:65]=[CH:64][CH:63]=[CH:62][CH:61]=1 |f:6.7.8.9.10|. Reported procedure: A mixture of Pd2(dba)3 (20 mg, 0.022 mmol) and Xantphos (51 mg, 0.087 mmol) in 1,4-dioxane (5 mL) is degassed, put under N2 and sonicated. This mixture is then added to a degassed mixture of 1H-Pyrazole-3-carboxylic acid (5-bromo-3-carbamoyl-thiophen-2-yl)-amide (345 mg, 1.09 mmol), phenyl-methanethiol (135 μL, 1.15 mmol) and DIEA (380 μL, 2.18 mmol) in 1,4-dioxane (5 mL). Resulting mixture is stirred at 100° C. under N2. After 75 min, the reaction is diluted with DCM and washed with aqueous NaH... The reactants are C1CCC2(C1)CC(=O)NC(=O)C2 (3,3-tetramethyleneglutarimide), [Br-].N1=C(N=CC=C1)N1CC[N+]2(CCCC2)CC1 (8-(2-pyrimidinyl)-8-aza-5-azoniaspiro[4.5]decane bromide), C([O-])([O-])=O.[K+].[K+] (potassium carbonate). The solvent is C(CCC)O (n-butanol). The product is N1=C(N=CC=C1)N1CCN(CC1)CCCCN1C(CC2(CCCC2)CC1=O)=O (8-[4-[4-(2-pyrimidinyl)-1-piperazinyl]-butyl]-8-azaspiro[4.5]decane-7,9-dione). Yield: 66.5%. As a reaction SMILES: [CH2:1]1[CH2:5][C:4]2([CH2:12][C:10](=[O:11])[NH:9][C:7](=[O:8])[CH2:6]2)[CH2:3][CH2:2]1.[Br-].[N:14]1[CH:19]=[CH:18][CH:17]=[N:16][C:15]=1[N:20]1[CH2:29][CH2:28][N+:23]2([CH2:27][CH2:26][CH2:25][CH2:24]2)[CH2:22][CH2:21]1.C(=O)([O-])[O-].[K+].[K+]>C(O)CCC>[N:14]1[CH:19]=[CH:18][CH:17]=[N:16][C:15]=1[N:20]1[CH2:29][CH2:28][N:23]([CH2:24][CH2:25][CH2:26][CH2:27][N:9]2[C:7](=[O:8])[CH2:6][C:4]3([CH2:5][CH2:1][CH2:2][CH2:3]3)[CH2:12][C:10]2=[O:11])[CH2:22][CH2:21]1 |f:1.2,3.4.5|. Reported procedure: A mixture of 3,3-tetramethyleneglutarimide (7.5 g., 0.045 mole), 8-(2-pyrimidinyl)-8-aza-5-azoniaspiro[4.5]decane bromide (15.4 g., 0.045 mole), potassium carbonate (6.2 g., 0.045 mole) in 250 ml. of n-butanol is refluxed for a 21 hour period, filtered and evaporated to dryness. Residual material is warmed 45 minutes with acetic anhydride and evaporated to dryness. Water is added to the residue and the mixture basified with aqueous sodium hydroxide. Insolubles are collected and washed with water... Starting materials: P(=O)(Cl)(Cl)Cl (phosphorus oxychloride), CS(=O)(=O)O[C@@H]1C[C@H](N(C1)C(=O)OCC1=CC=C(C=C1)[N+](=O)[O-])C(=O)O ((2S,4R)-4-methanesulfonyloxy-1-(4-nitrobenzyloxycarbonyl)proline), C1CNC(=O)N1 (ethyleneurea), S(O)(O)(=O)=O (sulfuric acid). Run in O1CCCC1 (tetrahydrofuran), O (water), C(C)(=O)OCC (Ethyl acetate), O1CCCC1 (tetrahydrofuran), CN(C=O)C (N,N-dimethylformamide). Reaction conditions: temperature 5 celsius, time 5 minute. Yields the product CS(=O)(=O)O[C@@H]1C[C@H](N(C1)C(=O)OCC1=CC=C(C=C1)[N+](=O)[O-])C(=O)N1C(NCC1)=O ((2S,4R)-4-methanesulfonyloxy-1-(4-nitrobenzyloxycarbonyl)-2-(2-oxoimidazolidin-1-yl)carbonylpyrrolidine). Isolated yield 84.2%. RXN SMILES: P(Cl)(Cl)(Cl)=O.[CH3:6][S:7]([O:10][C@H:11]1[CH2:15][N:14]([C:16]([O:18][CH2:19][C:20]2[CH:25]=[CH:24][C:23]([N+:26]([O-:28])=[O:27])=[CH:22][CH:21]=2)=[O:17])[C@H:13]([C:29]([OH:31])=O)[CH2:12]1)(=[O:9])=[O:8].[CH2:32]1[NH:37][C:35](=[O:36])[NH:34][CH2:33]1.S(=O)(=O)(O)O>O1CCCC1.O.C(OCC)(=O)C.CN(C)C=O>[CH3:6][S:7]([O:10][C@H:11]1[CH2:15][N:14]([C:16]([O:18][CH2:19][C:20]2[CH:25]=[CH:24][C:23]([N+:26]([O-:28])=[O:27])=[CH:22][CH:21]=2)=[O:17])[C@H:13]([C:29]([N:34]2[CH2:33][CH2:32][NH:37][C:35]2=[O:36])=[O:31])[CH2:12]1)(=[O:8])=[O:9]. Reported procedure: To a mixture of N,N-dimethylformamide (0.6 ml) and tetrahydrofuran (1.2 ml) was added dropwise phosphorus oxychloride (0.58 ml) at -5° C. and the mixture was stirred at 5° C. for 5 minutes. To the mixture was added a solution of (2S,4R)-4-methanesulfonyloxy-1-(4-nitrobenzyloxycarbonyl)proline (2.0 g) in tetrahydrofuran (20 ml) under ice-cooling. The solution was stirred at the same temperature for 30 minutes. To a solution were added ethyleneurea (2.22 g) and conc. sulfuric acid (0.035 ml), and ...